From a dataset of the Open Reaction Database (ORD), a public repository of structured organic reaction records. describe an organic reaction: reactants, conditions, products, and yield Starting materials: CC(C)C[Al+]CC(C)C, C[N+]1([O-])CCOCC1, Cc1ccccc1, CC#N, CCOC(=O)c1c[nH]c(-c2ccccc2F)c1, [H-], [Mg+2], O=S(=O)([O-])[O-], C1CCOC1, O. The product is O=Cc1c[nH]c(-c2ccccc2F)c1. RXN SMILES: [CH2:19]([Al+:20][CH2:21][CH:22]([CH3:23])[CH3:24])[CH:25]([CH3:26])[CH3:27].[CH3:34][N+:35]1([O-:41])[CH2:36][CH2:37][O:38][CH2:39][CH2:40]1.[CH3:47][c:48]1[cH:49][cH:50][cH:51][cH:52][cH:53]1.[CH3:54][C:55]#[N:56].[F:1][c:2]1[c:3](-[c:8]2[cH:9][c:10]([C:13](=[O:14])[O:15][CH2:16][CH3:17])[cH:11][nH:12]2)[cH:4][cH:5][cH:6][cH:7]1.[H-:18].[Mg+2:28].[O-:29][S:30](=[O:31])(=[O:32])[O-:33].[O:42]1[CH2:43][CH2:44][CH2:45][CH2:46]1.[OH2:57]>>[F:1][c:2]1[c:3](-[c:8]2[cH:9][c:10]([CH:13]=[O:14])[cH:11][nH:12]2)[cH:4][cH:5][cH:6][cH:7]1.